The task is: describe an organic reaction: reactants, conditions, products, and yield. This data is from the Open Reaction Database (ORD), a public repository of structured organic reaction records. Reactants: O=C([O-])[O-], Clc1ccnc2cc(OCc3ccccc3)cnc12, CS(C)=O, Oc1ccc(Nc2nnc(-c3ccc(Cl)cc3)c3ccccc23)cc1, Cl, [Cs+], [Cs+], O. Yields the product Clc1ccc(-c2nnc(Nc3ccc(Oc4ccnc5cc(OCc6ccccc6)cnc45)cc3)c3ccccc23)cc1. As a reaction SMILES: [C:46](=[O:47])([O-:48])[O-:49].[CH2:27]([c:28]1[cH:29][cH:30][cH:31][cH:32][cH:33]1)[O:34][c:35]1[cH:36][n:37][c:38]2[c:39]([Cl:45])[cH:40][cH:41][n:42][c:43]2[cH:44]1.[CH3:52][S:53]([CH3:54])=[O:55].[Cl:2][c:3]1[cH:4][cH:5][c:6](-[c:9]2[n:10][n:11][c:12]([NH:19][c:20]3[cH:21][cH:22][c:23]([OH:26])[cH:24][cH:25]3)[c:13]3[cH:14][cH:15][cH:16][cH:17][c:18]23)[cH:7][cH:8]1.[ClH:1].[Cs+:50].[Cs+:51].[OH2:56]>>[Cl:2][c:3]1[cH:4][cH:5][c:6](-[c:9]2[n:10][n:11][c:12]([NH:19][c:20]3[cH:21][cH:22][c:23]([O:26][c:39]4[c:38]5[n:37][cH:36][c:35]([O:34][CH2:27][c:28]6[cH:29][cH:30][cH:31][cH:32][cH:33]6)[cH:44][c:43]5[n:42][cH:41][cH:40]4)[cH:24][cH:25]3)[c:13]3[cH:14][cH:15][cH:16][cH:17][c:18]23)[cH:7][cH:8]1. Starting materials: C(=O)([O-])C(O)C(O)C(=O)[O-].[Na+].[K+] (potassium sodium tartrate), C(CC)N(CCC)CC1=CC=C(C(=O)OC)C=C1 (methyl 4-dipropylaminomethylbenzoate), CO (methanol), [H-].[Al+3].[Li+].[H-].[H-].[H-] (lithium aluminum hydride). Solvent: C1CCOC1 (THF). Run at time 1 hour. Product: C(CC)N(CCC)CC1=CC=C(CO)C=C1 (4-dipropylaminomethylbenzyl alcohol). Yield: 92.0%. RXN SMILES: [CH2:1]([N:4]([CH2:8][C:9]1[CH:18]=[CH:17][C:12]([C:13](OC)=[O:14])=[CH:11][CH:10]=1)[CH2:5][CH2:6][CH3:7])[CH2:2][CH3:3].[H-].[Al+3].[Li+].[H-].[H-].[H-].CO.C(C(C(C([O-])=O)O)O)([O-])=O.[Na+].[K+]>C1COCC1>[CH2:1]([N:4]([CH2:8][C:9]1[CH:18]=[CH:17][C:12]([CH2:13][OH:14])=[CH:11][CH:10]=1)[CH2:5][CH2:6][CH3:7])[CH2:2][CH3:3] |f:1.2.3.4.5.6,8.9.10|. Procedure details: The compound (1.47 g) obtained in Example 80-1 was dissolved in anhydrous THF (50 ml). Then, the solution was added with lithium aluminum hydride (671 mg) in an ice bath, followed by stirring at room temperature for 1 hour. After completion of the reaction, the solution was added with methanol and then added with an aqueous potassium sodium tartrate solution, followed by stirring. The solution was extracted with chloroform and the extract was then washed with saturated saline solution. The organ... Reactants: N#CC1CCC(C(=O)O)CC1, [Co], N, N, O. The product is NCC1CCC(C(=O)O)CC1. RXN SMILES: [C:4](#[N:5])[CH:6]1[CH2:7][CH2:8][CH:9]([C:12](=[O:13])[OH:14])[CH2:10][CH2:11]1.[Co:15].[NH3:2].[NH3:3].[OH2:1]>>[CH2:4]([NH2:5])[CH:6]1[CH2:7][CH2:8][CH:9]([C:12](=[O:13])[OH:14])[CH2:10][CH2:11]1. Reactants: COC1=CC=C(C=C1)NC(C1=CC(=CC=C1)[N+](=O)[O-])=O (N-(4-methoxyphenyl)-3-nitrobenzamide), S(=O)(Cl)Cl (thionyl chloride). Yields the product COC1=CC=C(C=C1)N=C(C1=CC(=CC=C1)[N+](=O)[O-])Cl (N-(4-methoxyphenyl)-3-nitrobenzene-carboximidoyl chloride). RXN SMILES: [CH3:1][O:2][C:3]1[CH:8]=[CH:7][C:6]([NH:9][C:10](=O)[C:11]2[CH:16]=[CH:15][CH:14]=[C:13]([N+:17]([O-:19])=[O:18])[CH:12]=2)=[CH:5][CH:4]=1.S(Cl)([Cl:23])=O>>[CH3:1][O:2][C:3]1[CH:8]=[CH:7][C:6]([N:9]=[C:10]([Cl:23])[C:11]2[CH:16]=[CH:15][CH:14]=[C:13]([N+:17]([O-:19])=[O:18])[CH:12]=2)=[CH:5][CH:4]=1. Reported procedure: Using the procedure of Step A of Example 1, 13 g of N-(4-methoxyphenyl)-3-nitrobenzamide prepared as in Step A of Example 1 and melting at 170° C. and 40 ml of thionyl chloride were reacted at reflux for 12 hours to obtain 14.5 g of N-(4-methoxyphenyl)-3-nitrobenzene-carboximidoyl chloride melting at 108° C.